From a dataset of the Open Reaction Database (ORD), a public repository of structured organic reaction records. describe an organic reaction: reactants, conditions, products, and yield The reactants are C(C)[C@]12[C@H](CC[C@H]2[C@H]2[C@H](CC1)C=1C=CC(=CC1CC2)OC)OCCO (13-ethyl-17β-(2-hydroxyethoxy)-3-methoxygona-1,3,5(10)-triene), N1=CC=CC=C1 (pyridine), CS(=O)(=O)Cl (methanesulfonyl chloride). Reagents/catalysts: CO (methanol). Solvent: O (water). Run at time 2 hour. Product: CS(=O)(=O)O.C(C)[C@]12[C@H](CC[C@H]2[C@H]2[C@H](CC1)C=1C=CC(=CC1CC2)OC)OCCO (13-ethyl-17β-(2-hydroxyethoxy)-3-methoxygona-1,3,5(10)-triene methane sulfonate). RXN SMILES: [CH2:1]([C@:3]12[CH2:11][CH2:10][C@@H:9]3[C:12]4[CH:13]=[CH:14][C:15]([O:20][CH3:21])=[CH:16][C:17]=4[CH2:18][CH2:19][C@H:8]3[C@@H:7]1[CH2:6][CH2:5][C@@H:4]2[O:22][CH2:23][CH2:24][OH:25])[CH3:2].N1C=CC=CC=1.[CH3:32][S:33](Cl)(=[O:35])=[O:34]>CO.O>[CH3:32][S:33]([OH:35])(=[O:20])=[O:34].[CH2:1]([C@:3]12[CH2:11][CH2:10][C@@H:9]3[C:12]4[CH:13]=[CH:14][C:15]([O:20][CH3:21])=[CH:16][C:17]=4[CH2:18][CH2:19][C@H:8]3[C@@H:7]1[CH2:6][CH2:5][C@@H:4]2[O:22][CH2:23][CH2:24][OH:25])[CH3:2] |f:5.6|. Procedure: Stir a cooled solution of 344 mg. of dl-13-ethyl-17β-(2-hydroxyethoxy)-3-methoxygona-1,3,5(10)-triene in 2 ml. of pyridine (acetone-dry ice bath) and add dropwise 0.14 ml. of methanesulfonyl chloride. After 2 hours bring reaction mixture to room temperature. Mix with ice and water and a few drops of methanol to obtain a crystalline precipitate. Recrystallize this to obtain dl- 13-ethyl-17β-(2-hydroxyethoxy)-3-methoxygona-1,3,5(10)-triene methane sulfonate from methanol (310 mg); m.p. 104°.